From a dataset of the Open Reaction Database (ORD), a public repository of structured organic reaction records. describe an organic reaction: reactants, conditions, products, and yield Reactants: OCCC1=COC2=C1C=CC=C2OC2OCCCC2 (3-(2-hydroxyethyl)-7-tetrahydropyranyloxybenzofuran), [H-].[Na+] (Sodium hydride), Cl (hydrochloric acid), BrCCCC1=CC=CC=C1 (1-bromo-3-phenyl-propane). The solvent is CN(C)C=O (DMF), O (water), CN(C)C=O (DMF). Conditions: temperature 0 celsius, time 10 minute. Yields the product C1(=CC=CC=C1)CCCOCCC1=COC2=C1C=CC=C2O (3-(2-(3-phenylpropyloxy)ethyl)-7-hydroxybenzofuran). Isolated yield 80.0%. RXN SMILES: [H-].[Na+].[OH:3][CH2:4][CH2:5][C:6]1[C:10]2[CH:11]=[CH:12][CH:13]=[C:14]([O:15]C3CCCCO3)[C:9]=2[O:8][CH:7]=1.Br[CH2:23][CH2:24][CH2:25][C:26]1[CH:31]=[CH:30][CH:29]=[CH:28][CH:27]=1.Cl>CN(C=O)C.O>[C:26]1([CH2:25][CH2:24][CH2:23][O:3][CH2:4][CH2:5][C:6]2[C:10]3[CH:11]=[CH:12][CH:13]=[C:14]([OH:15])[C:9]=3[O:8][CH:7]=2)[CH:31]=[CH:30][CH:29]=[CH:28][CH:27]=1 |f:0.1|. Procedure details: Sodium hydride (60%, 27 mg) was suspended in DMF (1 ml) and the obtained suspension was cooled to 0° C. To this solution, a solution of 3-(2-hydroxyethyl)-7-tetrahydropyranyloxybenzofuran (118 mg) in DMF (0.5 ml) was added dropwise and the obtained mixture was stirred at 0° C. for 10 minutes. To this solution, 1-bromo-3-phenyl-propane (0.27 ml) was added and the solution was stirred at 0° C. for 1 hour and then at room temperature for 45 hours. A catalytic amount of concentrated hydrochloric aci... Starting materials: C(C)(C)(C)OC(=O)N1[C@@H](CC1)COC=1C=NC=C(C1)Br ((S)-2-(5-bromo-pyridin-3-yloxymethyl)-azetidine-1-carboxylic acid tert-butyl ester), CN1C(CCC2=CC(=CC=C12)B1OC(C(O1)(C)C)(C)C)=O (1-methyl-6-(4,4,5,5-tetramethyl-[1,3,2]dioxaborolan-2-yl)-3,4-dihydro-1H-quinolin-2-one), CN(C)C=O (DMF), C(=O)([O-])[O-].[Na+].[Na+] (Na2CO3). The reagents and catalysts are C1=CC=C(C=C1)P(C2=CC=CC=C2)C3=CC=CC=C3.C1=CC=C(C=C1)P(C2=CC=CC=C2)C3=CC=CC=C3.Cl[Pd]Cl (bis(triphenylphosphine)palladium(II)chloride). The solvent is CCOC(=O)C (EtOAc). Run at temperature 110 celsius. Product: C(C)(C)(C)OC(=O)N1[C@@H](CC1)COC=1C=NC=C(C1)C=1C=C2CCC(N(C2=CC1)C)=O ((S)-2-[5-(1-Methyl-2-oxo-1,2,3,4-tetrahydro-quinolin-6-yl)-pyridin-3-yloxymethyl]-azetidine-1-carboxylic acid tert-butyl ester). The yield is 86.1%. Reaction SMILES: [C:1]([O:5][C:6]([N:8]1[CH2:11][CH2:10][C@H:9]1[CH2:12][O:13][C:14]1[CH:15]=[N:16][CH:17]=[C:18](Br)[CH:19]=1)=[O:7])([CH3:4])([CH3:3])[CH3:2].[CH3:21][N:22]1[C:31]2[C:26](=[CH:27][C:28](B3OC(C)(C)C(C)(C)O3)=[CH:29][CH:30]=2)[CH2:25][CH2:24][C:23]1=[O:41].CN(C=O)C.C([O-])([O-])=O.[Na+].[Na+]>CCOC(C)=O.C1C=CC(P(C2C=CC=CC=2)C2C=CC=CC=2)=CC=1.C1C=CC(P(C2C=CC=CC=2)C2C=CC=CC=2)=CC=1.Cl[Pd]Cl>[C:1]([O:5][C:6]([N:8]1[CH2:11][CH2:10][C@H:9]1[CH2:12][O:13][C:14]1[CH:15]=[N:16][CH:17]=[C:18]([C:28]2[CH:27]=[C:26]3[C:31](=[CH:30][CH:29]=2)[N:22]([CH3:21])[C:23](=[O:41])[CH2:24][CH2:25]3)[CH:19]=1)=[O:7])([CH3:4])([CH3:3])[CH3:2] |f:3.4.5,7.8.9|. Procedure: A sealed tube was charged with (S)-2-(5-bromo-pyridin-3-yloxymethyl)-azetidine-1-carboxylic acid tert-butyl ester (intermediate A-26, 0.260 g, 0.76 mmol), 1-methyl-6-(4,4,5,5-tetramethyl-[1,3,2]dioxaborolan-2-yl)-3,4-dihydro-1H-quinolin-2-one (intermediate A-1, 0.239 g, 0.83 mmol) and DMF (3 mL). Then, bis(triphenylphosphine)palladium(II)chloride (0.053 g, 0.076 mmol), followed by 1N aqueous Na2CO3 solution (2.27 mL, 2.27 mmol) were added and the reaction was heated to 110° C. (pre-heated oil ba... Reactants: N#Cc1c(Cl)c2cc(F)ccc2n(Cc2ccccc2)c1=O, ClCCl, C1CNCCN1. The product is N#Cc1c(N2CCNCC2)c2cc(F)ccc2n(Cc2ccccc2)c1=O. Reaction SMILES: [CH2:1]([c:2]1[cH:3][cH:4][cH:5][cH:6][cH:7]1)[n:8]1[c:9](=[O:22])[c:10]([C:20]#[N:21])[c:11]([Cl:19])[c:12]2[cH:13][c:14]([F:18])[cH:15][cH:16][c:17]12.[Cl:29][CH2:30][Cl:31].[NH:23]1[CH2:24][CH2:25][NH:26][CH2:27][CH2:28]1>>[CH2:1]([c:2]1[cH:3][cH:4][cH:5][cH:6][cH:7]1)[n:8]1[c:9](=[O:22])[c:10]([C:20]#[N:21])[c:11]([N:23]2[CH2:24][CH2:25][NH:26][CH2:27][CH2:28]2)[c:12]2[cH:13][c:14]([F:18])[cH:15][cH:16][c:17]12. The reactants are C(CCC)C1=NC2=C(N1CC1=CC=C(C=C1)C=1C(=CC=CC1)C(=O)OC(C)(C)C)C=C(C=C2)C2=NC1=C(N2)C=CC=C1 (tert.-butyl 4'-[(2-n-butyl-6-(1H-benzimidazol-2-yl)-benzimidazol-1-yl)methyl]biphenyl-2-carboxylate), FC(C(=O)O)(F)F (trifluoroacetic acid). Run in C(Cl)Cl (methylene chloride). The product is C(CCC)C1=NC2=C(N1CC1=CC=C(C=C1)C=1C(=CC=CC1)C(=O)O)C=C(C=C2)C2=NC1=C(N2)C=CC=C1 (4'-[(2-n-Butyl-6-(1H-benzimidazol-2-yl)-benzimidazol-1-yl)methyl]biphenyl-2-carboxylic acid). As a reaction SMILES: [CH2:1]([C:5]1[N:9]([CH2:10][C:11]2[CH:16]=[CH:15][C:14]([C:17]3[C:18]([C:23]([O:25]C(C)(C)C)=[O:24])=[CH:19][CH:20]=[CH:21][CH:22]=3)=[CH:13][CH:12]=2)[C:8]2[CH:30]=[C:31]([C:34]3[NH:38][C:37]4[CH:39]=[CH:40][CH:41]=[CH:42][C:36]=4[N:35]=3)[CH:32]=[CH:33][C:7]=2[N:6]=1)[CH2:2][CH2:3][CH3:4].FC(F)(F)C(O)=O>C(Cl)Cl>[CH2:1]([C:5]1[N:9]([CH2:10][C:11]2[CH:12]=[CH:13][C:14]([C:17]3[C:18]([C:23]([OH:25])=[O:24])=[CH:19][CH:20]=[CH:21][CH:22]=3)=[CH:15][CH:16]=2)[C:8]2[CH:30]=[C:31]([C:34]3[NH:35][C:36]4[CH:42]=[CH:41][CH:40]=[CH:39][C:37]=4[N:38]=3)[CH:32]=[CH:33][C:7]=2[N:6]=1)[CH2:2][CH2:3][CH3:4]. Procedure: Prepared analogously to Example 1 from tert.-butyl 4'-[(2-n-butyl-6-(1H-benzimidazol-2-yl)-benzimidazol-1-yl)methyl]biphenyl-2-carboxylate and trifluoroacetic acid in methylene chloride. Reactants: solution, Cl (hydrogen chloride), COC1=C(C=CC=C1)CCC1=C(OCCC2N(CCC2)C)C=CC=C1 (2-(2-{2-[2-(2-methoxyphenyl)ethyl]phenoxy}ethyl)-1-methylpyrrolidine), C(C)(=O)OCC (ethyl acetate). Solvent: O1CCOCC1 (dioxane). Yields the product Cl.COC1=C(C=CC=C1)CCC1=C(OCCC2N(CCC2)C)C=CC=C1 (2-(2-{2-[2-(2-Methoxyphenyl)ethyl]phenoxy}ethyl)-1-methylpyrrolidine hydrochloride). Isolated yield 56.0%. RXN SMILES: [ClH:1].[CH3:2][O:3][C:4]1[CH:9]=[CH:8][CH:7]=[CH:6][C:5]=1[CH2:10][CH2:11][C:12]1[CH:26]=[CH:25][CH:24]=[CH:23][C:13]=1[O:14][CH2:15][CH2:16][CH:17]1[CH2:21][CH2:20][CH2:19][N:18]1[CH3:22].C(OCC)(=O)C>O1CCOCC1>[ClH:1].[CH3:2][O:3][C:4]1[CH:9]=[CH:8][CH:7]=[CH:6][C:5]=1[CH2:10][CH2:11][C:12]1[CH:26]=[CH:25][CH:24]=[CH:23][C:13]=1[O:14][CH2:15][CH2:16][CH:17]1[CH2:21][CH2:20][CH2:19][N:18]1[CH3:22] |f:4.5|. Procedure details: 0.3 ml of a 4N solution of hydrogen chloride in dioxane was added to a solution of 300 mg of 2-(2-{2-[2-(2-methoxyphenyl)ethyl]phenoxy}ethyl)-1-methylpyrrolidine [prepared as described in step (a) above] in a suitable amount of ethyl acetate, and the resulting mixture was concentrated by distillation under reduced pressure. The resulting solid residue was recrystallized from ethyl acetate, to give 186 mg (yield 56%) of the title compound as colorless needles, melting at 143°-145° C. The reactants are N1C=NC(=C1)C=1C(=NOC1C)C1=CC=CC=C1 (4-(1H-imidazol-4-yl)-5-methyl-3-phenyl-isoxazole), FC1=NC=CC=C1 (2-fluoropyridine). Product: CC1=C(C(=NO1)C1=CC=CC=C1)C=1N=CN(C1)C1=NC=CC=C1 (2-[4-(5-Methyl-3-phenyl-isoxazol-4-yl)-imidazol-1-yl]-pyridine). The yield is 23.0%. RXN SMILES: [NH:1]1[CH:5]=[C:4]([C:6]2[C:7]([C:12]3[CH:17]=[CH:16][CH:15]=[CH:14][CH:13]=3)=[N:8][O:9][C:10]=2[CH3:11])[N:3]=[CH:2]1.F[C:19]1[CH:24]=[CH:23][CH:22]=[CH:21][N:20]=1>>[CH3:11][C:10]1[O:9][N:8]=[C:7]([C:12]2[CH:13]=[CH:14][CH:15]=[CH:16][CH:17]=2)[C:6]=1[C:4]1[N:3]=[CH:2][N:1]([C:19]2[CH:24]=[CH:23][CH:22]=[CH:21][N:20]=2)[CH:5]=1. Reported procedure: As described for Example 12, 4-(1H-imidazol-4-yl)-5-methyl-3-phenyl-isoxazole (100 mg, 0.44 mmol) using 2-fluoropyridine instead of 4-fluoroacetophenone was converted to the title compound (31 mg, 23%) which was obtained as an off-white solid. MS: m/e=303.1 [M+H]+. The reactants are C(C)(C)N1C(C=C(C=C1)C(=O)OC)=O (Methyl 1-isopropyl-2-oxo-1,2-dihydropyridine-4-carboxylate), [OH-].[Li+] (lithium hydroxide), O1CCCC1 (tetrahydrofuran), CO (methanol). Solvent: O (water). The product is C(C)(C)N1C(C=C(C=C1)C(=O)O)=O (1-isopropyl-2-oxo-1,2-dihydropyridine-4-carboxylic acid). Yield: 76.7%. As a reaction SMILES: [CH:1]([N:4]1[CH:9]=[CH:8][C:7]([C:10]([O:12]C)=[O:11])=[CH:6][C:5]1=[O:14])([CH3:3])[CH3:2].[OH-].[Li+].O1CCCC1.CO>O>[CH:1]([N:4]1[CH:9]=[CH:8][C:7]([C:10]([OH:12])=[O:11])=[CH:6][C:5]1=[O:14])([CH3:3])[CH3:2] |f:1.2|. Procedure: Methyl 1-isopropyl-2-oxo-1,2-dihydropyridine-4-carboxylate (70 mg, 0.36 mmol), lithium hydroxide (57.1 mg, 1.36 mmol), tetrahydrofuran (50 mL), methanol (10 mL) and water (10 mL) was stirred at 20° C. for 4 hours. The mixture was purified by column chromatography (silica gel, petroleum ether/ethyl acetate=2:1) to give 1-isopropyl-2-oxo-1,2-dihydropyridine-4-carboxylic acid (50 mg, 72%) as a white solid. LRMS (M+H+) m/z: calcd 181.07. found 181. The reactants are CCc1ccc(CC(NC(=O)N2CCC(N3CCc4ccccc4NC3=O)CC2)C(=O)O)cc1CC, C1CCN(C2CCNCC2)C1. Yields the product CCc1ccc(CC(NC(=O)N2CCC(N3CCc4ccccc4NC3=O)CC2)C(=O)N2CCC(N3CCCC3)CC2)cc1CC. RXN SMILES: [CH2:1]([CH3:2])[c:3]1[cH:4][c:5]([CH2:11][CH:12]([C:13](=[O:14])[OH:15])[NH:16][C:17](=[O:18])[N:19]2[CH2:20][CH2:21][CH:22]([N:25]3[C:26](=[O:36])[NH:27][c:28]4[c:29]([cH:32][cH:33][cH:34][cH:35]4)[CH2:30][CH2:31]3)[CH2:23][CH2:24]2)[cH:6][cH:7][c:8]1[CH2:9][CH3:10].[N:37]1([CH:42]2[CH2:43][CH2:44][NH:45][CH2:46][CH2:47]2)[CH2:38][CH2:39][CH2:40][CH2:41]1>>[CH2:1]([CH3:2])[c:3]1[cH:4][c:5]([CH2:11][CH:12]([C:13](=[O:14])[N:45]2[CH2:44][CH2:43][CH:42]([N:37]3[CH2:38][CH2:39][CH2:40][CH2:41]3)[CH2:47][CH2:46]2)[NH:16][C:17](=[O:18])[N:19]2[CH2:20][CH2:21][CH:22]([N:25]3[C:26](=[O:36])[NH:27][c:28]4[c:29]([cH:32][cH:33][cH:34][cH:35]4)[CH2:30][CH2:31]3)[CH2:23][CH2:24]2)[cH:6][cH:7][c:8]1[CH2:9][CH3:10]. Reactants: FC(C=1C=C(CN2CCOC3=C(C2=O)C(=CC(=N3)Cl)C3=C(C=CC=C3)C)C=C(C1)C(F)(F)F)(F)F (4-[3,5-bis(trifluoromethyl)benzyl]-8-chloro-6-(2-methylphenyl)-5-oxo-2,3,4,5-tetrahydropyrido[3,2-f][1,4]oxazepine), N1(CCOCC1)C1CCNCC1 (4-(morpholine-4-yl)piperidine). Product: FC(C=1C=C(CN2CCOC3=C(C2=O)C(=CC(=N3)N3CCC(CC3)N3CCOCC3)C3=C(C=CC=C3)C)C=C(C1)C(F)(F)F)(F)F (4-[3,5-bis(trifluoromethyl)benzyl]-6-(2-methylphenyl)-8-[4-(morpholine-4-yl)piperidine-1-yl]-5-oxo-2,3,4,5-tetrahydropyrido[3,2-f][1,4]oxazepine). Yield: 12.8%. Reaction SMILES: [F:1][C:2]([F:35])([F:34])[C:3]1[CH:4]=[C:5]([CH:27]=[C:28]([C:30]([F:33])([F:32])[F:31])[CH:29]=1)[CH2:6][N:7]1[C:13](=[O:14])[C:12]2[C:15]([C:20]3[CH:25]=[CH:24][CH:23]=[CH:22][C:21]=3[CH3:26])=[CH:16][C:17](Cl)=[N:18][C:11]=2[O:10][CH2:9][CH2:8]1.[N:36]1([CH:42]2[CH2:47][CH2:46][NH:45][CH2:44][CH2:43]2)[CH2:41][CH2:40][O:39][CH2:38][CH2:37]1>>[F:1][C:2]([F:35])([F:34])[C:3]1[CH:4]=[C:5]([CH:27]=[C:28]([C:30]([F:33])([F:32])[F:31])[CH:29]=1)[CH2:6][N:7]1[C:13](=[O:14])[C:12]2[C:15]([C:20]3[CH:25]=[CH:24][CH:23]=[CH:22][C:21]=3[CH3:26])=[CH:16][C:17]([N:45]3[CH2:46][CH2:47][CH:42]([N:36]4[CH2:41][CH2:40][O:39][CH2:38][CH2:37]4)[CH2:43][CH2:44]3)=[N:18][C:11]=2[O:10][CH2:9][CH2:8]1. Procedure: In a similar manner to Example 1, 4-[3,5-bis(trifluoromethyl)benzyl]-8-chloro-6-(2-methylphenyl)-5-oxo-2,3,4,5-tetrahydropyrido[3,2-f][1,4]oxazepine (51.5 mg) was reacted with 4-(morpholine-4-yl)piperidine (51.1 mg) to obtain 4-[3,5-bis(trifluoromethyl)benzyl]-6-(2-methylphenyl)-8-[4-(morpholine-4-yl)piperidine-1-yl]-5-oxo-2,3,4,5-tetrahydropyrido[3,2-f][1,4]oxazepine (8.3 mg, 13%).